Dataset: the Open Reaction Database (ORD), a public repository of structured organic reaction records. Task: describe an organic reaction: reactants, conditions, products, and yield The reactants are C1(=CC=CC=C1)S(=O)(=O)N1C(N(C(C1)C(=O)O)C1CCCCC1)=O ((RS)-1-benzenesulfonyl-3-cyclohexyl-2-oxo-imidazolidine-4-carboxylic acid), CC=1C(=NC(=CN1)C)N1CCNCC1 (3′,6′-dimethyl-3,4,5,6-tetrahydro-2H-[1,2′]bipyrazinyl). The product is C1(=CC=CC=C1)S(=O)(=O)N1C(N(C(C1)C(=O)N1CCN(CC1)C1=NC(=CN=C1C)C)C1CCCCC1)=O ((RS)-1-Benzenesulfonyl-3-cyclohexyl-4-(3′,6′-dimethyl-2,3,5,6-tetrahydro-[1,2′]bipyrazinyl-4-carbonyl)-imidazolidin-2-one). Reaction SMILES: [C:1]1([S:7]([N:10]2[CH2:14][CH:13]([C:15](O)=[O:16])[N:12]([CH:18]3[CH2:23][CH2:22][CH2:21][CH2:20][CH2:19]3)[C:11]2=[O:24])(=[O:9])=[O:8])[CH:6]=[CH:5][CH:4]=[CH:3][CH:2]=1.[CH3:25][C:26]1[C:27]([N:33]2[CH2:38][CH2:37][NH:36][CH2:35][CH2:34]2)=[N:28][C:29]([CH3:32])=[CH:30][N:31]=1>>[C:1]1([S:7]([N:10]2[CH2:14][CH:13]([C:15]([N:36]3[CH2:37][CH2:38][N:33]([C:27]4[C:26]([CH3:25])=[N:31][CH:30]=[C:29]([CH3:32])[N:28]=4)[CH2:34][CH2:35]3)=[O:16])[N:12]([CH:18]3[CH2:23][CH2:22][CH2:21][CH2:20][CH2:19]3)[C:11]2=[O:24])(=[O:9])=[O:8])[CH:6]=[CH:5][CH:4]=[CH:3][CH:2]=1. Procedure: In analogy to example 1, (RS)-1-benzenesulfonyl-3-cyclohexyl-2-oxo-imidazolidine-4-carboxylic acid (example 39, step 4) was coupled with 3′,6′-dimethyl-3,4,5,6-tetrahydro-2H-[1,2′]bipyrazinyl (CAS 59215-42-8) to give the title compound as a colorless solid. MS: 526.8 ([M+H]+) The reactants are NC1=NC=NN2C1=C(C=C2C=2N=C(SC2)C2CCN(CC2)C(=O)OC(C)(C)C)C=2C=CC1=CN(N=C1C2)CC2=CC=CC=C2 (tert-butyl 4-{4-[4-amino-5-(2-benzyl-2H-indazol-6-yl)pyrrolo[2,1-f][1,2,4]triazin-7-yl]-1,3-thiazol-2-yl}piperidine-1-carboxylate), Cl (HCl). Run in CO (MeOH), O1CCOCC1 (dioxane). Run at time 16 hour. The product is Cl.C(C1=CC=CC=C1)N1N=C2C=C(C=CC2=C1)C=1C=C(N2N=CN=C(C21)N)C=2N=C(SC2)C2CCNCC2 (5-(2-benzyl-2H-indazol-6-yl)-7-(2-piperidin-4-yl-1,3-thiazol-4-yl)pyrrolo[2,1-f][1,2,4]triazin-4-amine hydrochloride). Reaction SMILES: [NH2:1][C:2]1[C:7]2=[C:8]([C:29]3[CH:30]=[CH:31][C:32]4[C:36]([CH:37]=3)=[N:35][N:34]([CH2:38][C:39]3[CH:44]=[CH:43][CH:42]=[CH:41][CH:40]=3)[CH:33]=4)[CH:9]=[C:10]([C:11]3[N:12]=[C:13]([CH:16]4[CH2:21][CH2:20][N:19](C(OC(C)(C)C)=O)[CH2:18][CH2:17]4)[S:14][CH:15]=3)[N:6]2[N:5]=[CH:4][N:3]=1.[ClH:45]>CO.O1CCOCC1>[ClH:45].[CH2:38]([N:34]1[CH:33]=[C:32]2[C:36]([CH:37]=[C:29]([C:8]3[CH:9]=[C:10]([C:11]4[N:12]=[C:13]([CH:16]5[CH2:21][CH2:20][NH:19][CH2:18][CH2:17]5)[S:14][CH:15]=4)[N:6]4[C:7]=3[C:2]([NH2:1])=[N:3][CH:4]=[N:5]4)[CH:30]=[CH:31]2)=[N:35]1)[C:39]1[CH:40]=[CH:41][CH:42]=[CH:43][CH:44]=1 |f:4.5|. Procedure: To a solution of tert-butyl 4-{4-[4-amino-5-(2-benzyl-2H-indazol-6-yl)pyrrolo[2,1-f][1,2,4]triazin-7-yl]-1,3-thiazol-2-yl}piperidine-1-carboxylate (586 mg, 0.97 mmol) in MeOH (4 mL) was added 4M HCl in dioxane (2 mL). The mixture was stirred at rt for 16 h. The mixture was concentrated to afford 577 mg (100%) of, the desired product, which was used without further characterization. Reactants: CN, CS, CCO, CSC(=C[N+](=O)[O-])NCCN1CCC(C(=O)c2ccc(F)cc2)CC1. Yields the product CNC(=C[N+](=O)[O-])NCCN1CCC(C(=O)c2ccc(F)cc2)CC1. RXN SMILES: [CH3:26][NH2:27].[CH3:28][SH:29].[CH3:30][CH2:31][OH:32].[F:1][c:2]1[cH:3][cH:4][c:5]([C:6](=[O:7])[CH:8]2[CH2:9][CH2:10][N:11]([CH2:14][CH2:15][NH:16][C:17](=[CH:18][N+:19](=[O:20])[O-:21])[S:22][CH3:23])[CH2:12][CH2:13]2)[cH:24][cH:25]1>>[F:1][c:2]1[cH:3][cH:4][c:5]([C:6](=[O:7])[CH:8]2[CH2:9][CH2:10][N:11]([CH2:14][CH2:15][NH:16][C:17](=[CH:18][N+:19](=[O:20])[O-:21])[NH:27][CH3:26])[CH2:12][CH2:13]2)[cH:24][cH:25]1. Starting materials: CCCCCC.C(C)(=O)OCC (hexane ethyl acetate), CCCCCC.C(C)(=O)OCC (1-hexane ethyl acetate), C(C)(=O)NC1=CC=C(C=C1C1=C(C=C(C=C1C)O)C)C(=O)OCC (ethyl 6-(acetylamino)-4′-hydroxy-2′,6′-dimethylbiphenyl-3-carboxylate), O1CC12CCSCC2 (1-oxa-6-thiaspiro[2.5]octane), C([O-])([O-])=O.[K+].[K+] (potassium carbonate). Run in [Cl-].[Na+].O (Brine), CN(C=O)C (N,N-dimethylformamide). Run at temperature 80 celsius, time 10 hour. Yields the product C(C)(=O)NC1=CC=C(C=C1C1=C(C=C(C=C1C)OCC1(CCSCC1)O)C)C(=O)OCC (ethyl 6-(acetylamino)-4′-[(4-hydroxytetrahydro-2H-thiopyran-4-yl)methoxy]-2′,6′-dimethylbiphenyl-3-carboxylate). The yield is 39.3%. RXN SMILES: [C:1]([NH:4][C:5]1[C:10]([C:11]2[C:16]([CH3:17])=[CH:15][C:14]([OH:18])=[CH:13][C:12]=2[CH3:19])=[CH:9][C:8]([C:20]([O:22][CH2:23][CH3:24])=[O:21])=[CH:7][CH:6]=1)(=[O:3])[CH3:2].[O:25]1[C:27]2([CH2:32][CH2:31][S:30][CH2:29][CH2:28]2)[CH2:26]1.C(=O)([O-])[O-].[K+].[K+].CCCCCC.C(OCC)(=O)C>CN(C)C=O.[Cl-].[Na+].O>[C:1]([NH:4][C:5]1[C:10]([C:11]2[C:12]([CH3:19])=[CH:13][C:14]([O:18][CH2:26][C:27]3([OH:25])[CH2:32][CH2:31][S:30][CH2:29][CH2:28]3)=[CH:15][C:16]=2[CH3:17])=[CH:9][C:8]([C:20]([O:22][CH2:23][CH3:24])=[O:21])=[CH:7][CH:6]=1)(=[O:3])[CH3:2] |f:2.3.4,5.6,8.9.10|. Reported procedure: To a solution of ethyl 6-(acetylamino)-4′-hydroxy-2′,6′-dimethylbiphenyl-3-carboxylate (490 mg, 1.50 mmol) and 1-oxa-6-thiaspiro[2.5]octane (224 mg, 1.72 mmol) in N,N-dimethylformamide (8 mL) was added potassium carbonate (238 mg, 1.72 mmol), and the mixture was stirred at 80° C. for 10 hr. Brine was added to the reaction mixture, and the mixture was extracted with ethyl acetate. The extract was dried over anhydrous sodium sulfate, and concentrated under reduced pressure. The residue was purifie... Starting materials: C(C)(C)[C@]1(C[C@@H](CC1)NC(OC(C)(C)C)=O)C(=O)N1CCC(=CC1)C1=C(C=CC=C1)C(F)(F)F (tert-Butyl ((1R,3S)-3-isopropyl-3-{[4-[2-(trifluoromethyl)phenyl]-3,6-dihydropyridin-1(2H)-yl]carbonyl}cyclopentyl)carbamate). Run in solution, Cl (HCl), CCOCC (ether). Run at time 2 hour. Product: C(C)(C)[C@]1(C[C@@H](CC1)N)C(=O)N1CCC(=CC1)C1=C(C=CC=C1)C(F)(F)F ((1R,3S)-3-Isopropyl-3-{[4-[2-(trifluoromethyl)phenyl]-3,6-dihydropyridin-1(2H)-yl]carbonyl}cyclopentanamine). Yield: 108.1%. Reaction SMILES: [CH:1]([C@:4]1([C:17]([N:19]2[CH2:24][CH:23]=[C:22]([C:25]3[CH:30]=[CH:29][CH:28]=[CH:27][C:26]=3[C:31]([F:34])([F:33])[F:32])[CH2:21][CH2:20]2)=[O:18])[CH2:8][CH2:7][C@@H:6]([NH:9]C(=O)OC(C)(C)C)[CH2:5]1)([CH3:3])[CH3:2]>Cl.CCOCC>[CH:1]([C@:4]1([C:17]([N:19]2[CH2:20][CH:21]=[C:22]([C:25]3[CH:30]=[CH:29][CH:28]=[CH:27][C:26]=3[C:31]([F:34])([F:32])[F:33])[CH2:23][CH2:24]2)=[O:18])[CH2:8][CH2:7][C@@H:6]([NH2:9])[CH2:5]1)([CH3:3])[CH3:2]. Reported procedure: tert-Butyl ((1R,3S)-3-isopropyl-3-{[4-[2-(trifluoromethyl)phenyl]-3,6-dihydropyridin-1(2H)-yl]carbonyl}cyclopentyl)carbamate (0.17 g, 0.00035 mol) was dissolved in a 2.0 M solution of HCl in ether (2.2 mL). After being stirred for 2 h at room temperature, the solution was concentrated to give 144 mg of desired product as a clear oil. MS calculated for C21H27F3N2O: (M+H) 381; found 381.1. Starting materials: NC=1C(=CC=CC1)S(=O)(=O)O (2-anilinesulfonic acid), NC1=CC(=CC=C1)S(=O)(=O)O (3-anilinesulfonic acid), C=O (formalin). Reported procedure: An 2-anilinesulfonic acid derivative (e.g. sodium 2-anilinesulfonate) or an 3-anilinesulfonic acid derivative (e.g. sodium 3-anilinesulfonate) is treated with formalin under acidic conditions to give the corresponding 4,4′-diaminodiphenylmethane derivative. This is diazotized using sodium nitrite under acidic conditions in the presence of hydrochloric acid, followed by reaction with sodium azide, to give the desired product. The product is C1=CC(=CC=C1CC=2C=CC(=CC2)N)N (4,4′-diaminodiphenylmethane). As a reaction SMILES: [NH2:1][C:2]1[C:3](S(O)(=O)=O)=[CH:4][CH:5]=[CH:6][CH:7]=1.[NH2:12][C:13]1[CH:18]=[CH:17][CH:16]=[C:15](S(O)(=O)=O)[CH:14]=1.[CH2:23]=O>>[CH:15]1[C:16]([CH2:23][C:5]2[CH:6]=[CH:7][C:2]([NH2:1])=[CH:3][CH:4]=2)=[CH:17][CH:18]=[C:13]([NH2:12])[CH:14]=1. Starting materials: CC1(CCN(CCC1)C1=C(C=NN1C)[N+](=O)[O-])O (4-methyl-1-(1-methyl-4-nitro-1H-pyrazol-5-yl)azepan-4-ol), C(=O)[O-].[NH4+] (ammonium formate). RXN SMILES: [CH3:1][C:2]1([OH:18])[CH2:8][CH2:7][CH2:6][N:5]([C:9]2[N:13]([CH3:14])[N:12]=[CH:11][C:10]=2[N+:15]([O-])=O)[CH2:4][CH2:3]1.C([O-])=O.[NH4+]>CO.[Pd]>[NH2:15][C:10]1[CH:11]=[N:12][N:13]([CH3:14])[C:9]=1[N:5]1[CH2:6][CH2:7][CH2:8][C:2]([CH3:1])([OH:18])[CH2:3][CH2:4]1 |f:1.2|. Procedure details: To a solution of 4-methyl-1-(1-methyl-4-nitro-1H-pyrazol-5-yl)azepan-4-ol (212 mg, 0.83 mmol) in MeOH (15 mL) was added ammonium formate (386 mg, 5.63 mmol) and 10% palladium on carbon (88 mg, 0.83 mmol) and the mixture was heated at 80° C. for 18 hr. The mixture was filtered through Celite® and the filtrate concentrated under reduced pressure. The residue was partitioned between DCM (20 mL) and water (20 mL) and the aqueous layer was re-extracted with DCM (3×20 mL). The combined organic layers ... Conditions: temperature 80 celsius. Run in CO (MeOH). The reagents and catalysts are [Pd] (palladium on carbon). The product is NC=1C=NN(C1N1CCC(CCC1)(O)C)C (1-(4-amino-1-methyl-1H-pyrazol-5-yl)-4-methylazepan-4-ol). Product: C(#N)C1=CC=C(OC(C(CC2=[N+](C(=CC=C2)C)[O-])O)(C)C)C=C1 (2-[3-(4-cyanophenoxy)-2-hydroxy-3-methylbutyl]-6-methylpyridine N-oxide). Run in C(C)O (ethanol). Reported procedure: 7.3 q of 2-[3-(4-cyanophenoxy)-3-methyl-2-oxobutyl]-6-methylpyridine N-oxide in 160 ml of ethanol were treated with 0.96 g of sodium borohydride and the mixture was stirred for 30 minutes. The solvent was removed by evaporation and the residue was taken up in water and dichloromethane. The organic phase was separated, dried over sodium sulphate and evaporated. The residue was crystallized from diethyl ether to give 7.1 g of 2-[3-(4-cyanophenoxy)-2-hydroxy-3-methylbutyl]-6-methylpyridine N-oxide ... Reaction conditions: time 30 minute. The reactants are C(#N)C1=CC=C(OC(C(CC2=[N+](C(=CC=C2)C)[O-])=O)(C)C)C=C1 (2-[3-(4-cyanophenoxy)-3-methyl-2-oxobutyl]-6-methylpyridine N-oxide), [BH4-].[Na+] (sodium borohydride). As a reaction SMILES: [C:1]([C:3]1[CH:23]=[CH:22][C:6]([O:7][C:8]([CH3:21])([CH3:20])[C:9](=[O:19])[CH2:10][C:11]2[CH:16]=[CH:15][CH:14]=[C:13]([CH3:17])[N+:12]=2[O-:18])=[CH:5][CH:4]=1)#[N:2].[BH4-].[Na+]>C(O)C>[C:1]([C:3]1[CH:4]=[CH:5][C:6]([O:7][C:8]([CH3:21])([CH3:20])[CH:9]([OH:19])[CH2:10][C:11]2[CH:16]=[CH:15][CH:14]=[C:13]([CH3:17])[N+:12]=2[O-:18])=[CH:22][CH:23]=1)#[N:2] |f:1.2|. Starting materials: C(CCCCCC)[C@@H]1CC[C@H](CC1)CCCOC1=CC=C(C=C1)C1=NC=C(C=N1)CCCCCCCCC (2-(4-[3-(trans-4-heptylcyclohexyl)-1-propyloxy]phenyl)-5-nonylpyrimidine), C(CCCCCCC)[C@@H]1CC[C@H](CC1)CCCOC1=CC=C(C=C1)C1=NC=C(C=N1)CCCCCCCCC (2-(4-[3-(trans-4-octylcyclohexyl)-1-propyloxy]phenyl)-5-nonylpyrimidine), C(CCCCCCCC)[C@@H]1CC[C@H](CC1)CCCOC1=CC=C(C=C1)C1=NC=C(C=N1)CCCCCCCCC (2-(4-[3-(trans-4-nonylcyclohexyl)-1-propyloxy]phenyl)-5-nonylpyrimidine). Product: C(CCCCC)[C@@H]1CC[C@H](CC1)CCCOC1=CC=C(C=C1)C1=NC=C(C=N1)CCCCCCCCC (2-(4-[3-(trans-4-hexylcyclohexyl)-1-propyloxy]phenyl)-5-nonylpyrimidine). Reaction SMILES: [CH2:1]([C@H:8]1[CH2:13][CH2:12][C@H:11]([CH2:14][CH2:15][CH2:16][O:17][C:18]2[CH:23]=[CH:22][C:21]([C:24]3[N:29]=[CH:28][C:27]([CH2:30][CH2:31][CH2:32][CH2:33][CH2:34][CH2:35][CH2:36][CH2:37][CH3:38])=[CH:26][N:25]=3)=[CH:20][CH:19]=2)[CH2:10][CH2:9]1)[CH2:2][CH2:3][CH2:4][CH2:5][CH2:6]C.C([C@H]1CC[C@H](CCCOC2C=CC(C3N=CC(CCCCCCCCC)=CN=3)=CC=2)CC1)CCCCCCC.C([C@H]1CC[C@H](CCCOC2C=CC(C3N=CC(CCCCCCCCC)=CN=3)=CC=2)CC1)CCCCCCCC>>[CH2:1]([C@H:8]1[CH2:13][CH2:12][C@H:11]([CH2:14][CH2:15][CH2:16][O:17][C:18]2[CH:19]=[CH:20][C:21]([C:24]3[N:29]=[CH:28][C:27]([CH2:30][CH2:31][CH2:32][CH2:33][CH2:34][CH2:35][CH2:36][CH2:37][CH3:38])=[CH:26][N:25]=3)=[CH:22][CH:23]=2)[CH2:10][CH2:9]1)[CH2:2][CH2:3][CH2:4][CH2:5][CH3:6]. Procedure: 2-(4-[3-(trans-4-heptylcyclohexyl)-1-propyloxy]phenyl)-5-nonylpyrimidine; 2-(4-[3-(trans-4-octylcyclohexyl)-1-propyloxy]phenyl)-5-nonylpyrimidine; 2-(4-[3-(trans-4-nonylcyclohexyl)-1-propyloxy]phenyl)-5-nonylpyrimidine; Starting materials: C(OCC1=C(C=C(C=C1)C)Cl)(=O)Cl (2-chloro-4-methylbenzyl carbonochloridate), C(#N)C1=CC=C(C=C1)N1C[C@H](CCC1)N[C@H]1[C@@H](CCCC1)NC(CC1=CN(C2=CC=CC=C12)C)=O (N-((1R,2R)-2-((S)-1-(4-Cyanophenyl)piperidin-3-ylamino)cyclohexyl)-2-(1-methyl-1H-indol-3-yl)acetamide), C(#N)C1=CC=C(C=C1)N1C[C@H](CCC1)N[C@H]1[C@@H](CCCC1)NC(CC1=CN(C2=CC=CC=C12)C)=O (N-((1R,2R)-2-((S)-1-(4-Cyanophenyl)piperidin-3-ylamino)cyclohexyl)-2-(1-methyl-1H-indol-3-yl)acetamide). Yields the product C(#N)C1=CC=C(C=C1)N1C[C@H](CCC1)N[C@H]1[C@@H](CCCC1)NC(OCC1=C(C=C(C=C1)C)Cl)=O (2-Chloro-4-methylbenzyl (1R,2R)-2-((S)-1-(4-cyanophenyl)piperidin-3-ylamino)cyclohexylcarbamate), white solid. Isolated yield 24.8%. RXN SMILES: [C:1]([C:3]1[CH:8]=[CH:7][C:6]([N:9]2[CH2:14][CH2:13][CH2:12][C@H:11]([NH:15][C@@H:16]3[CH2:21][CH2:20][CH2:19][CH2:18][C@H:17]3[NH:22]C(=O)CC3C4C(=CC=CC=4)N(C)C=3)[CH2:10]2)=[CH:5][CH:4]=1)#[N:2].[C:36](Cl)(=[O:47])[O:37][CH2:38][C:39]1[CH:44]=[CH:43][C:42]([CH3:45])=[CH:41][C:40]=1[Cl:46]>>[C:1]([C:3]1[CH:8]=[CH:7][C:6]([N:9]2[CH2:14][CH2:13][CH2:12][C@H:11]([NH:15][C@@H:16]3[CH2:21][CH2:20][CH2:19][CH2:18][C@H:17]3[NH:22][C:36](=[O:47])[O:37][CH2:38][C:39]3[CH:44]=[CH:43][C:42]([CH3:45])=[CH:41][C:40]=3[Cl:46])[CH2:10]2)=[CH:5][CH:4]=1)#[N:2]. Procedure details: 2-Chloro-4-methylbenzyl (1R,2R)-2-((S)-1-(4-cyanophenyl)piperidin-3-ylamino)cyclohexylcarbamate was synthesized using 4-((S)-3-((1R,2R)-2-aminocyclohexylamino)piperidin-1-yl)benzonitrile (from intermediate D, Example 10) (50 mg, 0.17 mmol) and 2-chloro-4-methylbenzyl carbonochloridate (59.3 mg, 0.18 mmol) according to General Procedure H to give 20 mg (24.8%) of white solid. Anal. Calcd. for C27H33ClN4O2 m/z 480.2, found: 481.2 (M+H)+; 1H NMR (400 MHz, CD3OD) δ ppm 7.43 (d, J=8.8 Hz, 2H), 7.27 (...